Dataset: the Open Reaction Database (ORD), a public repository of structured organic reaction records. Task: describe an organic reaction: reactants, conditions, products, and yield Yields the product CCC(=O)N1CCC(NC(=O)c2c[nH]c3c(-c4cc(F)c(OC)cc4OCC4CC4)ncnc23)CC1. The reactants are CCC(=O)Cl, Cl, COc1cc(OCC2CC2)c(-c2ncnc3c(C(=O)NC4CCNCC4)c[nH]c23)cc1F. RXN SMILES: [C:34]([CH2:35][CH3:36])(=[O:37])[Cl:38].[ClH:1].[NH:2]1[CH2:3][CH2:4][CH:5]([NH:8][C:9](=[O:10])[c:11]2[cH:12][nH:13][c:14]3[c:15]2[n:16][cH:17][n:18][c:19]3-[c:20]2[c:21]([O:29][CH2:30][CH:31]3[CH2:32][CH2:33]3)[cH:22][c:23]([O:27][CH3:28])[c:24]([F:26])[cH:25]2)[CH2:6][CH2:7]1>>[N:2]1([C:34]([CH2:35][CH3:36])=[O:37])[CH2:3][CH2:4][CH:5]([NH:8][C:9](=[O:10])[c:11]2[cH:12][nH:13][c:14]3[c:15]2[n:16][cH:17][n:18][c:19]3-[c:20]2[c:21]([O:29][CH2:30][CH:31]3[CH2:32][CH2:33]3)[cH:22][c:23]([O:27][CH3:28])[c:24]([F:26])[cH:25]2)[CH2:6][CH2:7]1. Starting materials: BrCC(=O)C1(CCC1)C1=CC2=CC=CC=C2C=C1 (2-bromo-1-[1-(2-naphthyl)cyclobutyl]ethanone), N1C(NCC1)=S (imidazolidine-2-thione), C(C)O (ethanol). Solvent: C(C)(=O)O (acetic acid). The product is Br.C1=C(C=CC2=CC=CC=C12)C1(CCC1)C=1N2C(SC1)=NCC2 (3-[1-(2-naphthyl)cyclobutyl]-5,6-dihydroimidazo[2,1-b]thiazole hydrobromide). RXN SMILES: [Br:1][CH2:2][C:3]([C:5]1([C:9]2[CH:18]=[CH:17][C:16]3[C:11](=[CH:12][CH:13]=[CH:14][CH:15]=3)[CH:10]=2)[CH2:8][CH2:7][CH2:6]1)=O.[NH:19]1[CH2:23][CH2:22][NH:21][C:20]1=[S:24].C(O)C>C(O)(=O)C>[BrH:1].[CH:10]1[C:11]2[C:16](=[CH:15][CH:14]=[CH:13][CH:12]=2)[CH:17]=[CH:18][C:9]=1[C:5]1([C:3]2[N:21]3[CH2:22][CH2:23][N:19]=[C:20]3[S:24][CH:2]=2)[CH2:8][CH2:7][CH2:6]1 |f:4.5|. Procedure: A mixture of the crude 2-bromo-1-[1-(2-naphthyl)cyclobutyl]ethanone described above, imidazolidine-2-thione (5.1 g), ethanol (60 ml) and acetic acid (40 ml) was heated under reflux for 18 hours then allowed to cool to ambient temperature. The solvents were removed in vacuo and the residue was triturated with a hot mixture of ethyl acetate (100 ml) and acetone (20 ml). The resulting solid was collected by filtration, washed with ethyl acetate (50 ml), dried in vacuo at 60° C., then crystallised f... The reactants are COc1ccc2c(c1)c(C1CN3CCC1CC3)c(C)n2C(C)=O, CCO, [K+], [OH-], O. Yields the product COc1ccc2[nH]c(C)c(C3CN4CCC3CC4)c2c1. As a reaction SMILES: [C:1](=[O:2])([CH3:3])[n:4]1[c:5]([CH3:23])[c:6]([CH:15]2[CH2:16][N:17]3[CH2:18][CH2:19][CH:20]2[CH2:21][CH2:22]3)[c:7]2[cH:8][c:9]([O:13][CH3:14])[cH:10][cH:11][c:12]12.[CH3:27][CH2:28][OH:29].[K+:25].[OH-:24].[OH2:26]>>[nH:4]1[c:5]([CH3:23])[c:6]([CH:15]2[CH2:16][N:17]3[CH2:18][CH2:19][CH:20]2[CH2:21][CH2:22]3)[c:7]2[cH:8][c:9]([O:13][CH3:14])[cH:10][cH:11][c:12]12. Starting materials: FC1=NC=CC=C1C1=CC(=CN1S(=O)(=O)C=1SC=CN1)CN(C(OC(C)(C)C)=O)C (tert-Butyl {[5-(2-fluoropyridin-3-yl)-1-(1,3-thiazol-2-ylsulfonyl)-1H-pyrrol-3-yl]methyl}methylcarbamate), C(C)(=O)OCC.Cl (hydrogen chloride-ethyl acetate). Run in C(C)(=O)OCC (ethyl acetate), C(C)O (ethanol). Reaction conditions: time 2 hour. The product is Cl.FC1=NC=CC=C1C1=CC(=CN1S(=O)(=O)C=1SC=CN1)CNC (1-[5-(2-fluoropyridin-3-yl)-1-(1,3-thiazol-2-ylsulfonyl)-1H-pyrrol-3-yl]-N-methylmethanamine hydrochloride). Isolated yield 70.0%. As a reaction SMILES: [F:1][C:2]1[C:7]([C:8]2[N:12]([S:13]([C:16]3[S:17][CH:18]=[CH:19][N:20]=3)(=[O:15])=[O:14])[CH:11]=[C:10]([CH2:21][N:22](C)[C:23](=O)OC(C)(C)C)[CH:9]=2)=[CH:6][CH:5]=[CH:4][N:3]=1.C(OCC)(=O)C.[ClH:37]>C(OCC)(=O)C.C(O)C>[ClH:37].[F:1][C:2]1[C:7]([C:8]2[N:12]([S:13]([C:16]3[S:17][CH:18]=[CH:19][N:20]=3)(=[O:15])=[O:14])[CH:11]=[C:10]([CH2:21][NH:22][CH3:23])[CH:9]=2)=[CH:6][CH:5]=[CH:4][N:3]=1 |f:1.2,5.6|. Procedure details: tert-Butyl {[5-(2-fluoropyridin-3-yl)-1-(1,3-thiazol-2-ylsulfonyl)-1H-pyrrol-3-yl]methyl}methylcarbamate (168 mg) was dissolved in ethyl acetate (2 mL) and ethanol (2 mL), and 4 mol/L hydrogen chloride-ethyl acetate solution (4 mL) was added. After stirring at room temperature for 2 hr, the reaction mixture was concentrated under reduced pressure, and the residue was recrystallized from a mixed solvent of ethyl acetate-ethanol=1:3 to give the title compound as colorless crystals (yield 101 mg, 7...